From a dataset of the Open Reaction Database (ORD), a public repository of structured organic reaction records. describe an organic reaction: reactants, conditions, products, and yield Starting materials: Cc1ccccc1, FC(F)(F)c1nc(Cl)c2sccc2n1, [H-], N#CCc1ccccc1, [Na+], CN(C)C=O, O. Product: N#CC(c1ccccc1)c1nc(C(F)(F)F)nc2ccsc12. Reaction SMILES: [CH3:32][c:33]1[cH:34][cH:35][cH:36][cH:37][cH:38]1.[Cl:12][c:13]1[c:14]2[c:15]([n:16][c:17]([C:19]([F:20])([F:21])[F:22])[n:18]1)[cH:23][cH:24][s:25]2.[H-:2].[N:3]#[C:4][CH2:5][c:6]1[cH:7][cH:8][cH:9][cH:10][cH:11]1.[Na+:1].[O:27]=[CH:28][N:29]([CH3:30])[CH3:31].[OH2:26]>>[N:3]#[C:4][CH:5]([c:6]1[cH:7][cH:8][cH:9][cH:10][cH:11]1)[c:13]1[c:14]2[c:15]([n:16][c:17]([C:19]([F:20])([F:21])[F:22])[n:18]1)[cH:23][cH:24][s:25]2. Run in C(C)N(CC)CC (triethylamine). Reported procedure: The title compound was prepared from 1-(phenylmethyl)-3-pyrrolidinol, methanesulfonylchloride, triethylamine and sodium diphenylacetonitrile by the procedure of U.S. Pat. No. 3,192,210, b.p. 215-218/0.01 mm. Product: C1(=CC=CC=C1)C(C#N)(C1CN(CC1)CC1=CC=CC=C1)C1=CC=CC=C1 (α,α-Diphenyl-1-(phenylmethyl)-3-pyrrolidineacetonitrile). Reactants: C1(=CC=CC=C1)CN1CC(CC1)O (1-(phenylmethyl)-3-pyrrolidinol), CS(=O)(=O)Cl (methanesulfonylchloride), C1(=CC=CC=C1)C(C#N)C1=CC=CC=C1.[Na] (sodium diphenylacetonitrile). RXN SMILES: [C:1]1([CH2:7][N:8]2[CH2:12][CH2:11][CH:10](O)[CH2:9]2)[CH:6]=[CH:5][CH:4]=[CH:3][CH:2]=1.CS(Cl)(=O)=O.[C:19]1([CH:25]([C:28]2[CH:33]=[CH:32][CH:31]=[CH:30][CH:29]=2)[C:26]#[N:27])[CH:24]=[CH:23][CH:22]=[CH:21][CH:20]=1.[Na]>C(N(CC)CC)C>[C:28]1([C:25]([C:19]2[CH:20]=[CH:21][CH:22]=[CH:23][CH:24]=2)([CH:10]2[CH2:11][CH2:12][N:8]([CH2:7][C:1]3[CH:6]=[CH:5][CH:4]=[CH:3][CH:2]=3)[CH2:9]2)[C:26]#[N:27])[CH:29]=[CH:30][CH:31]=[CH:32][CH:33]=1 |f:2.3,^1:33|. The reactants are CC(C)([O-])C.[K+] (Potassium tert.butoxide), OC1=CC=C(C(=O)OCOC(C2=CC=C(C=C2)O)=O)C=C1 (methylene di(p-hydroxybenzoate)), C(Cl)C1CO1 (Epichlorohydrin). The solvent is CN(C)C=O (DMF). The product is O1C(COC2=CC=C(C(=O)OCOC(C3=CC=C(C=C3)OCC3CO3)=O)C=C2)C1 (Methylene bis [p-(2,3-epoxy-1-propyloxy)benzoate]). Yield: 50.8%. Reaction SMILES: C[C:2]([CH3:5])([O-:4])[CH3:3].[K+].[OH:7][C:8]1[CH:27]=[CH:26][C:11]([C:12]([O:14][CH2:15][O:16][C:17](=[O:25])[C:18]2[CH:23]=[CH:22][C:21]([OH:24])=[CH:20][CH:19]=2)=[O:13])=[CH:10][CH:9]=1.[CH2:28]([CH:30]1[O:32][CH2:31]1)Cl>CN(C=O)C>[O:32]1[CH2:31][CH:30]1[CH2:28][O:7][C:8]1[CH:9]=[CH:10][C:11]([C:12]([O:14][CH2:15][O:16][C:17](=[O:25])[C:18]2[CH:23]=[CH:22][C:21]([O:24][CH2:3][CH:2]3[O:4][CH2:5]3)=[CH:20][CH:19]=2)=[O:13])=[CH:26][CH:27]=1 |f:0.1|. Procedure: Potassium tert.butoxide (1.347 g, 12.00 mmol) is added to a solution of methylene di(p-hydroxybenzoate) (1.728 g, 6.00 mmol) prepared as described in Example 15 in DMF (75 ml), under a dry N2 atmosphere. Epichlorohydrin (2.22 g, 24.00 mmol) is added and after 24 hours at 20° C. the solvent is removed under reduced pressure. The residue is dissolved by adding dichloromethane (75 ml) and water (30 ml) and adjusting the pH to neutral using hydrochloric acid (1M). After separating the phases the dic...